Dataset: the Open Reaction Database (ORD), a public repository of structured organic reaction records. Task: describe an organic reaction: reactants, conditions, products, and yield Reactants: C1CCOC1, C=C(c1ccccc1)c1ccc2nc(C)sc2n1, CC(C)(C)[O-], CS(C)=O, CCOC(C)=O, C[S+](C)(C)=O, [Cl-], [I-], [K+], [NH4+]. Product: Cc1nc2ccc(C3(c4ccccc4)CC3)nc2s1. RXN SMILES: [CH2:37]1[O:38][CH2:39][CH2:40][CH2:41]1.[CH3:13][c:14]1[s:15][c:16]2[n:17][c:18]([C:23](=[CH2:24])[c:25]3[cH:26][cH:27][cH:28][cH:29][cH:30]3)[cH:19][cH:20][c:21]2[n:22]1.[CH3:1][C:2]([O-:3])([CH3:4])[CH3:5].[CH3:33][S:34]([CH3:35])=[O:36].[CH3:42][CH2:43][O:44][C:45](=[O:46])[CH3:47].[CH3:8][S+:9]([CH3:10])([CH3:11])=[O:12].[Cl-:31].[I-:7].[K+:6].[NH4+:32]>>[CH2:1]1[C:23]([c:18]2[n:17][c:16]3[s:15][c:14]([CH3:13])[n:22][c:21]3[cH:20][cH:19]2)([c:25]2[cH:26][cH:27][cH:28][cH:29][cH:30]2)[CH2:24]1. Reactants: Cc1c(Cc2ccc(Br)cc2)c(=O)[nH]c2c(F)ccc(OCC(=O)OC(C)(C)C)c12, FC(F)Cl. The product is Cc1c(Cc2ccc(Br)cc2)c(OC(F)F)nc2c(F)ccc(OCC(=O)OC(C)(C)C)c12. RXN SMILES: [C:1]([CH3:2])([CH3:3])([CH3:4])[O:5][C:6]([CH2:7][O:8][c:9]1[c:10]2[c:11]([CH3:29])[c:12]([CH2:21][c:22]3[cH:23][cH:24][c:25]([Br:28])[cH:26][cH:27]3)[c:13](=[O:20])[nH:14][c:15]2[c:16]([F:19])[cH:17][cH:18]1)=[O:30].[Cl:31][CH:32]([F:33])[F:34]>>[C:1]([CH3:2])([CH3:3])([CH3:4])[O:5][C:6]([CH2:7][O:8][c:9]1[c:10]2[c:11]([CH3:29])[c:12]([CH2:21][c:22]3[cH:23][cH:24][c:25]([Br:28])[cH:26][cH:27]3)[c:13]([O:20][CH:32]([F:33])[F:34])[n:14][c:15]2[c:16]([F:19])[cH:17][cH:18]1)=[O:30]. Reactants: NC1=C(C(=O)N(C)C)C=CC=C1 (2-amino-N,N-dimethylbenzamide), ClC=1C=NC=CC1C (3-chloro-4-methylpyridine), C=1C=CC(=CC1)P(C=2C=CC=CC2)C3=CC=C4C=CC=CC4=C3C5=C6C=CC=CC6=CC=C5P(C=7C=CC=CC7)C=8C=CC=CC8 (BINAP), [H-].[Na+] (NaH). The reagents and catalysts are C(C)(=O)[O-].[Pd+2].C(C)(=O)[O-] (Palladium acetate). Run in O1CCOCC1 (1,4-dioxane), ClCCl (dichloromethane). Reaction conditions: temperature 100 celsius. Product: CN(C(C1=C(C=CC=C1)NC=1C=NC=CC1C)=O)C (N,N-dimethyl-2-((4-methylpyridin-3-yl)amino)benzamide). The yield is 26.0%. As a reaction SMILES: [NH2:1][C:2]1[CH:12]=[CH:11][CH:10]=[CH:9][C:3]=1[C:4]([N:6]([CH3:8])[CH3:7])=[O:5].Cl[C:14]1[CH:15]=[N:16][CH:17]=[CH:18][C:19]=1[CH3:20].C1C=CC(P(C2C(C3C(P(C4C=CC=CC=4)C4C=CC=CC=4)=CC=C4C=3C=CC=C4)=C3C(C=CC=C3)=CC=2)C2C=CC=CC=2)=CC=1.[H-].[Na+]>O1CCOCC1.C([O-])(=O)C.[Pd+2].C([O-])(=O)C.ClCCl>[CH3:7][N:6]([CH3:8])[C:4](=[O:5])[C:3]1[CH:9]=[CH:10][CH:11]=[CH:12][C:2]=1[NH:1][C:14]1[CH:15]=[N:16][CH:17]=[CH:18][C:19]=1[CH3:20] |f:3.4,6.7.8|. Procedure: To a mixture of 2-amino-N,N-dimethylbenzamide (1.3 g, 6.77 mmol), 3-chloro-4-methylpyridine (0.745 mL, 6.77 mmol), Palladium acetate (0.150 g) and BINAP (0.60 g) in 1,4-dioxane (10 mL) was added NaH (0.677 g, 16.93 mmol) and the resulting mixture was heated at 100° C. for 2 hours. The solvent was removed under reduced pressure. The residue obtained was taken into dichloromethane (50 mL) and filtered through celite. The filtrate was washed with water (50 mL), dried over sodium sulfate and concent... The reactants are C1CCOC1, C=CCN, Fc1cccnc1Cl, [Fe+2], c1ccc(P(c2ccccc2)[c-]2cccc2)cc1, c1ccc(P(c2ccccc2)[c-]2cccc2)cc1. The product is Cl, C=CCNc1ncccc1F. RXN SMILES: [CH2:13]1[O:14][CH2:15][CH2:16][CH2:17]1.[CH2:9]([CH:10]=[CH2:11])[NH2:12].[Cl:1][c:2]1[n:3][cH:4][cH:5][cH:6][c:7]1[F:8].[Fe+2:54].[cH:18]1[cH:19][cH:20][c:21]([P:22]([c:23]2[cH:24][cH:25][cH:26][cH:27][cH:28]2)[c-:29]2[cH:30][cH:31][cH:32][cH:33]2)[cH:34][cH:35]1.[cH:36]1[cH:37][cH:38][c:39]([P:40]([c:41]2[cH:42][cH:43][cH:44][cH:45][cH:46]2)[c-:47]2[cH:48][cH:49][cH:50][cH:51]2)[cH:52][cH:53]1>>[ClH:1].[c:2]1([NH:12][CH2:9][CH:10]=[CH2:11])[n:3][cH:4][cH:5][cH:6][c:7]1[F:8]. The reactants are [Cl-].[Ca+2].[Cl-] (calcium chloride), CC(C)CCC[C@@H](C)[C@H]1CC[C@H]2[C@@H]3C=CC4=CC(C=C[C@]4(C)[C@H]3CC[C@]12C)=O (cholesta-1,4,6-trien-3-one), paratoluenesulfonic acid, [BH4-].[Na+] (sodium borohydride), C(C)(=O)OC(=C)C (isopropenyl acetate). The solvent is CO (methanol), C(C)(=O)O (acetic acid), C(C)O (ethanol). Reaction conditions: temperature 0 celsius, time 6 hour. Yields the product CC(C)CCC[C@@H](C)[C@H]1CC[C@H]2C3=CC=C4CC(C=C[C@]4(C)[C@H]3CC[C@]12C)O (cholesta-1,5,7-trien-3-ol). The yield is 62.5%. As a reaction SMILES: [CH3:1][CH:2]([CH2:4][CH2:5][CH2:6][C@H:7]([C@@H:9]1[C@:26]2([CH3:27])[C@H:12]([C@H:13]3[C@H:23]([CH2:24][CH2:25]2)[C@:21]2([CH3:22])[C:16](=[CH:17][C:18](=[O:28])[CH:19]=[CH:20]2)[CH:15]=[CH:14]3)[CH2:11][CH2:10]1)[CH3:8])[CH3:3].C(OC(C)=C)(=O)C.[Cl-].[Ca+2].[Cl-].[BH4-].[Na+]>CO.C(O)C.C(O)(=O)C>[CH3:3][CH:2]([CH2:4][CH2:5][CH2:6][C@H:7]([C@@H:9]1[C@:26]2([CH3:27])[C@H:12]([C:13]3[C@H:23]([CH2:24][CH2:25]2)[C@:21]2([CH3:22])[C:16]([CH2:17][CH:18]([OH:28])[CH:19]=[CH:20]2)=[CH:15][CH:14]=3)[CH2:11][CH2:10]1)[CH3:8])[CH3:1] |f:2.3.4,5.6|. Procedure details: To a mixture of 38 g (0.1 mol) of cholesta-1,4,6-trien-3-one and 17 g (0.1 mol) of paratoluenesulfonic acid were added 400 g (4 mol) of isopropenyl acetate, and the mixture was heated under reflux for 3 hours. The reaction solution was thoroughly washed with water until it was neutral, and dried over sodium sulfate A solution of the thus obtained concentrate in 600 ml of ether was added dropwise at a temperature of -5° C. to -10° C. to a reducer solution and stirred at 0° C. for 6 hours, said re... Starting materials: ClC1=C(C=CC(=C1)Cl)C1=C(C=C(C(=N1)NC)C#N)C1=CC=C(C=C1)Cl (6-(2,4-dichlorophenyl)-5-(4-chlorophenyl)-2-(methylamino)pyridine-3-carbonitrile), C[Mg+].[Br-] (MeMgBr), CC(CC(=O)Cl)C (3-methylbutanoyl chloride). Product: ClC1=C(C=CC(=C1)Cl)C1=C(C=C(C(=N1)N(C(CC(C)C)=O)C)C#N)C1=CC=C(C=C1)Cl (N-(6-(2,4-dichlorophenyl)-5-(4-chlorophenyl)-3-cyanopyridin-2-yl)-N,3-dimethylbutanamide). RXN SMILES: [Cl:1][C:2]1[CH:7]=[C:6]([Cl:8])[CH:5]=[CH:4][C:3]=1[C:9]1[N:14]=[C:13]([NH:15][CH3:16])[C:12]([C:17]#[N:18])=[CH:11][C:10]=1[C:19]1[CH:24]=[CH:23][C:22]([Cl:25])=[CH:21][CH:20]=1.C[Mg+].[Br-].[CH3:29][CH:30]([CH3:35])[CH2:31][C:32](Cl)=[O:33]>>[Cl:1][C:2]1[CH:7]=[C:6]([Cl:8])[CH:5]=[CH:4][C:3]=1[C:9]1[N:14]=[C:13]([N:15]([CH3:16])[C:32](=[O:33])[CH2:31][CH:30]([CH3:35])[CH3:29])[C:12]([C:17]#[N:18])=[CH:11][C:10]=1[C:19]1[CH:24]=[CH:23][C:22]([Cl:25])=[CH:21][CH:20]=1 |f:1.2|. Procedure: The product of Step D Example 1 was reacted with MeMgBr followed by 3-methylbutanoyl chloride using the procedure of EXAMPLE 42 Step A to afford the title compound. HPLC/MS: 472.2 (M+1), 474.2 (M+3); Rt=4.43 min. Reactants: ClC=1C(=CC2=C(SC(=C2)C(C)(C)O)C1Cl)OCC(=O)[O-] ([(6,7-dichloro-2-(1-hydroxy-1-methylethyl)benzo[b]thien-5-yl]oxy]acetate), [OH-].[Na+] (sodium hydroxide). Solvent: C(C)O (ethanol). Yields the product ClC=1C(=CC2=C(SC(=C2)C(C)(C)O)C1Cl)OCC(=O)O ([(6,7-dichloro-2-(1-hydroxy-1-methylethyl)benzo[b]thien-5-yl]oxy]acetic acid). As a reaction SMILES: [Cl:1][C:2]1[C:3]([O:16][CH2:17][C:18]([O-:20])=[O:19])=[CH:4][C:5]2[CH:9]=[C:8]([C:10]([OH:13])([CH3:12])[CH3:11])[S:7][C:6]=2[C:14]=1[Cl:15].[OH-].[Na+]>C(O)C>[Cl:1][C:2]1[C:3]([O:16][CH2:17][C:18]([OH:20])=[O:19])=[CH:4][C:5]2[CH:9]=[C:8]([C:10]([OH:13])([CH3:12])[CH3:11])[S:7][C:6]=2[C:14]=1[Cl:15] |f:1.2|. Reported procedure: To 8.5 g of t-butyl[[(6,7-dichloro-2-(1-hydroxy-1-methylethyl)benzo[b]thien-5-yl]oxy]acetate in 200 ml of ethanol is added 150 ml of a 6N sodium hydroxide solution and the mixture is refluxed at 100° for 30 mins. The cooled mixture is concentrated in vacuo to a white slurry which is diluted with 200 ml of ice water and 200 ml of ethyl ether. With stirring and efficient cooling, the mixture is acidified with 6N hydrochloric acid. The acidic mixture is extracted with ethyl ether and the ether extr... Starting materials: N (ammonia), O=C1NC2=C(SC3=C1C=CC(=C3)C(=O)OC)C=CC=C2 (methyl 10,11-dihydro-11-oxodibenzo[b,f][1,4]thiazepin-3-carboxylate). Run in CO (methanol). Reaction conditions: time 8 hour. Yields the product C(#N)C1=CC2=C(C(NC3=C(S2)C=CC=C3)=O)C=C1 (3-Cyano-10,11-dihydro-11-oxodibenzo[b,f][1,4]thiazepin). Reaction SMILES: [O:1]=[C:2]1[C:8]2[CH:9]=[CH:10][C:11]([C:13](OC)=O)=[CH:12][C:7]=2[S:6][C:5]2[CH:17]=[CH:18][CH:19]=[CH:20][C:4]=2[NH:3]1.[NH3:21]>CO>[C:13]([C:11]1[CH:10]=[CH:9][C:8]2[C:2](=[O:1])[NH:3][C:4]3[CH:20]=[CH:19][CH:18]=[CH:17][C:5]=3[S:6][C:7]=2[CH:12]=1)#[N:21]. Procedure: Stir 5 gm. of methyl 10,11-dihydro-11-oxodibenzo[b,f][1,4]thiazepin-3-carboxylate in 500 ml. of methanol saturated with ammonia gas for 24 hours at room temperature. Evaporate the reaction mixture to dryness. Reflux the residue in 200 ml. of methylene chloride containing 10 gm. of phosphorous oxychloride for eight hours. Cool the reaction mixture to room temperature and shake several times with water. Separate the organic layer, dry over magnesium sulfate and evaporate to dryness to obtain the t... Product: COc1ccccc1N(C)C(=O)c1cc(Br)c(Cl)cc1OCCCC#N. As a reaction SMILES: [Br:27][CH2:28][CH2:29][CH2:30][C:31]#[N:32].[Br:6][c:7]1[c:8]([Cl:26])[cH:9][c:10]([OH:25])[c:11]([C:12](=[O:13])[N:14]([CH3:15])[c:16]2[c:17]([O:22][CH3:23])[cH:18][cH:19][cH:20][cH:21]2)[cH:24]1.[Cl:39][CH2:40][Cl:41].[K+:33].[K+:34].[O-:35][C:36]([O-:37])=[O:38].[O:1]=[CH:2][N:3]([CH3:4])[CH3:5]>>[Br:6][c:7]1[c:8]([Cl:26])[cH:9][c:10]([O:25][CH2:28][CH2:29][CH2:30][C:31]#[N:32])[c:11]([C:12](=[O:13])[N:14]([CH3:15])[c:16]2[c:17]([O:22][CH3:23])[cH:18][cH:19][cH:20][cH:21]2)[cH:24]1. The reactants are N#CCCCBr, COc1ccccc1N(C)C(=O)c1cc(Br)c(Cl)cc1O, ClCCl, [K+], [K+], O=C([O-])[O-], CN(C)C=O. The reactants are ClC1=CC=C(C=C1)C1(OC1(C)C)OC (2-(4-chlorophenyl)-3,3-dimethyl-2-methoxyoxirane), N1CCOCC1 (morpholine). Yields the product ClC1=CC=C(C=C1)C(C(C)(N1CCOCC1)C)=O (1-(4-Chlorophenyl)-2-methyl-2-morpholinopropan-1-one). As a reaction SMILES: [Cl:1][C:2]1[CH:7]=[CH:6][C:5]([C:8]2([O:13]C)[C:10]([CH3:12])([CH3:11])O2)=[CH:4][CH:3]=1.[NH:15]1[CH2:20][CH2:19][O:18][CH2:17][CH2:16]1>>[Cl:1][C:2]1[CH:3]=[CH:4][C:5]([C:8](=[O:13])[C:10]([CH3:11])([N:15]2[CH2:20][CH2:19][O:18][CH2:17][CH2:16]2)[CH3:12])=[CH:6][CH:7]=1. Procedure: 85.1 g (0.4 mol) of 2-(4-chlorophenyl)-3,3-dimethyl-2-methoxyoxirane and 139.4 g (1.6 mols) of morpholine are combined and warmed to reflux temperature. After 22 hours the mixture is cooled and morpholine is removed by distillation. The residue is taken up in ether, and the solution is extracted with dilute hydrochloric acid. The hydrochloric acid solution is rendered alkaline and extracted with ether. The ether solution is dried with Na2SO4 and concentrated. The residue is recrystallised from e...